From a dataset of the Open Reaction Database (ORD), a public repository of structured organic reaction records. describe an organic reaction: reactants, conditions, products, and yield Starting materials: C(C1=CC=CC=C1)=NS(=O)(=O)N(C)C (N-Benzylidene-N',N'-dimethylsulphamide), C1(=CC=C(C=C1)S(=O)(=O)C[N+]#[C-])C (p-toluenesulphonylmethyl isocyanide), C([O-])([O-])=O.[K+].[K+] (potassium carbonate). Run in CO (methanol), C(OC)COC (dimethoxyethane). The product is CN(S(=O)(=O)N1C=NC=C1C1=CC=CC=C1)C (1-dimethylsulphamoyl-5-phenylimidazole). RXN SMILES: [CH:1](=[N:8][S:9]([N:12]([CH3:14])[CH3:13])(=[O:11])=[O:10])[C:2]1[CH:7]=[CH:6][CH:5]=[CH:4][CH:3]=1.C1(C)C=CC(S([CH2:24][N+:25]#[C-:26])(=O)=O)=CC=1.C(=O)([O-])[O-].[K+].[K+]>CO.C(COC)OC>[CH3:13][N:12]([CH3:14])[S:9]([N:8]1[C:1]([C:2]2[CH:3]=[CH:4][CH:5]=[CH:6][CH:7]=2)=[CH:26][N:25]=[CH:24]1)(=[O:11])=[O:10] |f:2.3.4|. Procedure details: N-Benzylidene-N',N'-dimethylsulphamide (6.36 g) was stirred with p-toluenesulphonylmethyl isocyanide (9.75 g ) and potassium carbonate (8.28 g) in methanol and dimethoxyethane for 18 hours. The mixture was filtered and the filtrate evaporated and recrystallised from ethyl acetate/hexane to give crude 1-dimethylsulphamoyl-5-phenylimidazole.